describe an organic reaction: reactants, conditions, products, and yield From a dataset of the Open Reaction Database (ORD), a public repository of structured organic reaction records. The reactants are [Br-], COC(=O)OCCCl, O=C(Cl)c1ccccc1, CCCC[P+](CCCC)(CCCC)CCCC. Yields the product O=C(OCCCl)c1ccccc1. Reaction SMILES: [Br-:18].[C:1]([O:2][CH2:3][CH2:4][Cl:5])([O:6][CH3:7])=[O:8].[C:9]([c:10]1[cH:11][cH:12][cH:13][cH:14][cH:15]1)([Cl:16])=[O:17].[CH2:19]([P+:20]([CH2:21][CH2:22][CH2:23][CH3:24])([CH2:25][CH2:26][CH2:27][CH3:28])[CH2:29][CH2:30][CH2:31][CH3:32])[CH2:33][CH2:34][CH3:35]>>[C:1]([O:2][CH2:3][CH2:4][Cl:5])(=[O:8])[c:10]1[cH:11][cH:12][cH:13][cH:14][cH:15]1. Reactants: ClC1=CC(=C2C3=C(NC2=C1O)N=CC(=C3)C)C3=CC(=CC=C3)S(=O)(=O)CC (7-chloro-5-(3-(ethylsulfonyl)phenyl)-3-methyl-9H-pyrido[2,3-b]indol-8-ol), C(C1=CC=CC=C1)OCCCO (3-(benzyloxy)propan-1-ol), Compound 210. Reagents/catalysts: [Pd].[H][H] (Pd/C H2). Product: ClC1=CC(=C2C3=C(NC2=C1OCCCO)N=CC(=C3)C)C3=CC(=CC=C3)S(=O)(=O)CC (3-(7-chloro-5-(3-(ethylsulfonyl)phenyl)-3-methyl-9H-pyrido[2,3-b]indol-8-yloxy)propan-1-ol). Reaction SMILES: [Cl:1][C:2]1[C:10]([OH:11])=[C:9]2[C:5]([C:6]3[CH:15]=[C:14]([CH3:16])[CH:13]=[N:12][C:7]=3[NH:8]2)=[C:4]([C:17]2[CH:22]=[CH:21][CH:20]=[C:19]([S:23]([CH2:26][CH3:27])(=[O:25])=[O:24])[CH:18]=2)[CH:3]=1.[CH2:28]([O:35]CCCO)[C:29]1C=CC=C[CH:30]=1>[Pd].[H][H]>[Cl:1][C:2]1[C:10]([O:11][CH2:30][CH2:29][CH2:28][OH:35])=[C:9]2[C:5]([C:6]3[CH:15]=[C:14]([CH3:16])[CH:13]=[N:12][C:7]=3[NH:8]2)=[C:4]([C:17]2[CH:22]=[CH:21][CH:20]=[C:19]([S:23]([CH2:26][CH3:27])(=[O:24])=[O:25])[CH:18]=2)[CH:3]=1 |f:2.3|. Procedure: The title compound was synthesized from Compound 247 and 3-(benzyloxy)propan-1-ol using an analogous procedure to that outlined in the preparation of Compound 210 followed by debenzylation using Pd/C—H2. 1H NMR (400 MHz, DMSO-d6) δ ppm 1.16 (t, J=7.33 Hz, 3 H) 1.99-2.06 (m, 2 H) 2.25 (s, 3 H) 3.41 (q, J=7.58 Hz, 2 H) 3.71 (br. s., 2 H) 4.26 (t, J=6.44 Hz, 2 H) 4.81 (br. s., 1 H) 7.23 (s, 1 H) 7.46 (s, 1 H) 7.87 (t, J=7.71 Hz, 1 H) 8.03 (t, J=7,20 Hz, 2 H) 8.11 (s, 1 H) 8.31 (s, 1 H) 12.27 (br. s... Starting materials: C(#N)C(C(=O)OCC)=C (ethyl 2-cyanoacrylate), C=CC1=CC=CC=C1 (styrene), C(C1=CC=CC=C1)(=O)OOC(C1=CC=CC=C1)=O (benzoyl peroxide). Solvent: CN(C=O)C (dimethyl formamide). Yields the product C(C)OC(C(=C)C#N)=O.C=CC1=CC=CC=C1 (Ethyl-2-Cyanoacrylate Styrene). RXN SMILES: [C:1]([C:3](=[CH2:9])[C:4]([O:6][CH2:7][CH3:8])=[O:5])#[N:2].[CH2:10]=[CH:11][C:12]1[CH:17]=[CH:16][CH:15]=[CH:14][CH:13]=1.C(OOC(=O)C1C=CC=CC=1)(=O)C1C=CC=CC=1>CN(C)C=O>[CH2:7]([O:6][C:4](=[O:5])[C:3]([C:1]#[N:2])=[CH2:9])[CH3:8].[CH2:10]=[CH:11][C:12]1[CH:17]=[CH:16][CH:15]=[CH:14][CH:13]=1 |f:4.5|. Procedure details: This copolymer was prepared in a similar manner to that described in Example 1, using 16 g ethyl 2-cyanoacrylate and 4 g styrene, with the only exception that 0.10 gm. benzoyl peroxide was used instead of azobis(isobutyronitrile). The reduced viscosity of this copolymer measured in dimethyl formamide (0.4 g/100 ml.) was 1.23. Product: C12(C(CC(CC1)C2(C)C)=C=C2CC=C(NC1=NC(=NC(=N1)Cl)Cl)C=C2)C (2-(4-Camphylidenemethylene-anilino)-4,6-dichloro-1,3,5-triazine). RXN SMILES: [NH2:1][C:2]1[CH:19]=[CH:18][C:5]([CH:6]=[C:7]2[CH:12]3[C:13]([CH3:15])([CH3:14])[C:9](C)([CH2:10][CH2:11]3)[C:8]2=O)=[CH:4][CH:3]=1.[N:20]1[C:27]([Cl:28])=[N:26][C:24]([Cl:25])=[N:23][C:21]=1Cl.[C:29]1(C)C=CC=CC=1>>[C:12]12([CH3:29])[C:13]([CH3:14])([CH3:15])[CH:9]([CH2:10][CH2:11]1)[CH2:8][C:7]2=[C:6]=[C:5]1[CH:18]=[CH:19][C:2]([NH:1][C:21]2[N:23]=[C:24]([Cl:25])[N:26]=[C:27]([Cl:28])[N:20]=2)=[CH:3][CH2:4]1. Procedure: 0.1 mol of 4-aminobenzylidenecamphor, dissolved in toluene, is added dropwise to a solution of 0.1 mol of cyanuric chloride in toluene. The reaction mixture is heated to 40° C. Working-up leads to 36 g (88%) of a pale yellow solid. Melting point: 238° C. Reactants: N1=C(Cl)N=C(Cl)N=C1Cl (cyanuric chloride), C1(=CC=CC=C1)C (toluene), NC1=CC=C(C=C2C(C3(CCC2C3(C)C)C)=O)C=C1 (4-aminobenzylidenecamphor), C1(=CC=CC=C1)C (toluene), pale yellow solid. Reaction conditions: temperature 40 celsius.